The task is: describe an organic reaction: reactants, conditions, products, and yield. This data is from the Open Reaction Database (ORD), a public repository of structured organic reaction records. Starting materials: Nc1cc[nH]n1, Nc1cc(-c2ccco2)[nH]n1, C1CCOC1, O=C1Nc2ccccc2C1=CO, O=C1Nc2ccc(Cl)cc2C1=CO. The product is O=C1Nc2ccc(Cl)cc2C1=CNc1cc(-c2ccco2)[nH]n1. RXN SMILES: [NH2:26][c:27]1[cH:28][cH:29][nH:30][n:31]1.[NH2:32][c:33]1[n:34][nH:35][c:36](-[c:38]2[o:39][cH:40][cH:41][cH:42]2)[cH:37]1.[O:43]1[CH2:44][CH2:45][CH2:46][CH2:47]1.[OH:14][CH:15]=[C:16]1[C:17](=[O:18])[NH:19][c:20]2[c:21]1[cH:22][cH:23][cH:24][cH:25]2.[OH:1][CH:2]=[C:3]1[C:4](=[O:13])[NH:5][c:6]2[cH:7][cH:8][c:9]([Cl:12])[cH:10][c:11]21>>[CH:2](=[C:3]1[C:4](=[O:13])[NH:5][c:6]2[cH:7][cH:8][c:9]([Cl:12])[cH:10][c:11]21)[NH:32][c:33]1[n:34][nH:35][c:36](-[c:38]2[o:39][cH:40][cH:41][cH:42]2)[cH:37]1. The product is CN1CCC(NC(=O)Nc2cc(Oc3ccc([N+](=O)[O-])cc3F)ncn2)CC1. Starting materials: CN(C)C=O, CN1CCC(N)CC1, O=C(Nc1cc(Oc2ccc([N+](=O)[O-])cc2F)ncn1)Oc1ccccc1. RXN SMILES: [CH3:36][N:37]([CH3:38])[CH:39]=[O:40].[NH2:28][CH:29]1[CH2:30][CH2:31][N:32]([CH3:35])[CH2:33][CH2:34]1.[c:1]1([O:2][C:8]([NH:9][c:10]2[n:11][cH:12][n:13][c:14]([O:16][c:17]3[c:18]([F:26])[cH:19][c:20]([N+:23](=[O:24])[O-:25])[cH:21][cH:22]3)[cH:15]2)=[O:27])[cH:3][cH:4][cH:5][cH:6][cH:7]1>>[C:8]([NH:9][c:10]1[n:11][cH:12][n:13][c:14]([O:16][c:17]2[c:18]([F:26])[cH:19][c:20]([N+:23](=[O:24])[O-:25])[cH:21][cH:22]2)[cH:15]1)(=[O:27])[NH:28][CH:29]1[CH2:30][CH2:31][N:32]([CH3:35])[CH2:33][CH2:34]1. Reaction SMILES: [Cl:1][c:2]1[cH:3][cH:4][cH:5][c:6]([C:7]([O:8][OH:10])=[O:9])[cH:11]1.[Cl:24][CH2:25][Cl:26].[O:12]1[CH:13]([CH2:14][O:15][c:16]2[cH:17][n:18][c:19]([CH3:22])[cH:20][cH:21]2)[CH2:23]1>>[O-:9][n+:18]1[cH:17][c:16]([O:15][CH2:14][CH:13]2[O:12][CH2:23]2)[cH:21][cH:20][c:19]1[CH3:22]. Reactants: O=C(OO)c1cccc(Cl)c1, ClCCl, Cc1ccc(OCC2CO2)cn1. Yields the product Cc1ccc(OCC2CO2)c[n+]1[O-]. The reactants are Cl (hydrochloric acid), C([O-])([O-])=O.[K+].[K+] (Potassium carbonate), CN=C=O (methyl isocyanate), C(C)C1=CC(=NN1)OC1=C(C=C(C=C1)C(F)(F)F)[N+](=O)[O-] (5-ethyl-3-(2-nitro-4-trifluoromethylphenyloxy)pyrazole). The solvent is C(C)(=O)OCC (ethyl acetate). Run at time 8 hour. The product is CNC(=O)N1N=C(C=C1CC)OC1=C(C=C(C=C1)C(F)(F)F)[N+](=O)[O-] (N-methyl-5-ethyl-3-(2-nitro-4-trifluoromethylphenyloxy)pyrazole-1-carboxamide). The yield is 38.0%. Reaction SMILES: C(=O)([O-])[O-].[K+].[K+].[CH3:7][N:8]=[C:9]=[O:10].[CH2:11]([C:13]1[NH:17][N:16]=[C:15]([O:18][C:19]2[CH:24]=[CH:23][C:22]([C:25]([F:28])([F:27])[F:26])=[CH:21][C:20]=2[N+:29]([O-:31])=[O:30])[CH:14]=1)[CH3:12].Cl>C(OCC)(=O)C>[CH3:7][NH:8][C:9]([N:17]1[C:13]([CH2:11][CH3:12])=[CH:14][C:15]([O:18][C:19]2[CH:24]=[CH:23][C:22]([C:25]([F:28])([F:27])[F:26])=[CH:21][C:20]=2[N+:29]([O-:31])=[O:30])=[N:16]1)=[O:10] |f:0.1.2|. Procedure: Potassium carbonate (0.72 g, 5.2 mmol) and methyl isocyanate (0.29 g, 5.0 mmol) were added to a solution of 5-ethyl-3-(2-nitro-4-trifluoromethylphenyloxy)pyrazole (1.58 g, 5.2 mmol) in ethyl acetate (20 ml), and the mixture was stirred at room temperature overnight. After completion of the reaction, the reaction mixture was poured into 2N hydrochloric acid and extracted with diethyl ether (20 ml×3). An organic layer was washed with water, dried over anhydrous magnesium sulfate and filtered to re... Isolated yield 43.0%. Procedure: A solution of 8-(2-chlorophenyl)-9-(4-chlorophenyl)-N-(piperidin-4-yl)-9H-purin-6-amine (19.3 mg, 0.044 mmol, 1 eq.) in 1 mL of acetic anhydride and 1 mL of pyridine was stirred for 16 h. The reaction was concentrated in vacuo. The crude material was purified by silica gel column chromatography using 0-100% ethyl acetate/hexanes to yield 9 mg (43%) of desired 1(4-{[8-(2-chlorophenyl)-9-(4-chlorophenyl)-9H-purin-6-yl]amino}piperidin-1-yl)ethan-1-one. Compound was determined to be 95% pure by 1H N... Reaction SMILES: [Cl:1][C:2]1[CH:7]=[CH:6][CH:5]=[CH:4][C:3]=1[C:8]1[N:9]([C:24]2[CH:29]=[CH:28][C:27]([Cl:30])=[CH:26][CH:25]=2)[C:10]2[C:15]([N:16]=1)=[C:14]([NH:17][CH:18]1[CH2:23][CH2:22][NH:21][CH2:20][CH2:19]1)[N:13]=[CH:12][N:11]=2.[C:31](OC(=O)C)(=[O:33])[CH3:32]>N1C=CC=CC=1>[Cl:1][C:2]1[CH:7]=[CH:6][CH:5]=[CH:4][C:3]=1[C:8]1[N:9]([C:24]2[CH:25]=[CH:26][C:27]([Cl:30])=[CH:28][CH:29]=2)[C:10]2[C:15]([N:16]=1)=[C:14]([NH:17][CH:18]1[CH2:23][CH2:22][N:21]([C:31](=[O:33])[CH3:32])[CH2:20][CH2:19]1)[N:13]=[CH:12][N:11]=2. Solvent: N1=CC=CC=C1 (pyridine). The reactants are ClC1=C(C=CC=C1)C=1N(C2=NC=NC(=C2N1)NC1CCNCC1)C1=CC=C(C=C1)Cl (8-(2-chlorophenyl)-9-(4-chlorophenyl)-N-(piperidin-4-yl)-9H-purin-6-amine), C(C)(=O)OC(C)=O (acetic anhydride). Yields the product ClC1=C(C=CC=C1)C=1N(C2=NC=NC(=C2N1)NC1CCN(CC1)C(C)=O)C1=CC=C(C=C1)Cl (1(4-{[8-(2-chlorophenyl)-9-(4-chlorophenyl)-9H-purin-6-yl]amino}piperidin-1-yl)ethan-1-one).